Dataset: the Open Reaction Database (ORD), a public repository of structured organic reaction records. Task: describe an organic reaction: reactants, conditions, products, and yield Reactants: C(C)OC(CC1=CC(=C(C=C1)OC)OC1=C(C=C(C=C1)Br)CBr)=O ([3-(4-bromo-2-bromomethyl-phenoxy)-4-methoxy-phenyl]-acetic acid ethyl ester), CC(C)(C)S (2-methyl-2-propanethiol). Yields the product C(C)OC(CC1=CC(=C(C=C1)OC)OC1=C(C=C(C=C1)Br)CSC(C)(C)C)=O ([3-(4-Bromo-2-tert-butylsulfanylmethyl-phenoxy)-4-methoxy-phenyl]-acetic acid ethyl ester). As a reaction SMILES: [CH2:1]([O:3][C:4](=[O:24])[CH2:5][C:6]1[CH:11]=[CH:10][C:9]([O:12][CH3:13])=[C:8]([O:14][C:15]2[CH:20]=[CH:19][C:18]([Br:21])=[CH:17][C:16]=2[CH2:22]Br)[CH:7]=1)[CH3:2].[CH3:25][C:26]([SH:29])([CH3:28])[CH3:27]>>[CH2:1]([O:3][C:4](=[O:24])[CH2:5][C:6]1[CH:11]=[CH:10][C:9]([O:12][CH3:13])=[C:8]([O:14][C:15]2[CH:20]=[CH:19][C:18]([Br:21])=[CH:17][C:16]=2[CH2:22][S:29][C:26]([CH3:28])([CH3:27])[CH3:25])[CH:7]=1)[CH3:2]. Reported procedure: Prepared according to the procedure described in Example 15, Step 5, using the following starting materials: [3-(4-bromo-2-bromomethyl-phenoxy)-4-methoxy-phenyl]-acetic acid ethyl ester and 2-methyl-2-propanethiol. Product: C#CCCNc1ncnc2sccc12. Reactants: CCCC[N+](CCCC)(CCCC)CCCC, C[Si](C)(C)C#CCCNc1ncnc2sccc12, [Cl-], [F-], [NH4+], C1CCOC1, C1CCOC1. As a reaction SMILES: [CH2:25]([N+:26]([CH2:27][CH2:28][CH2:29][CH3:30])([CH2:31][CH2:32][CH2:33][CH3:34])[CH2:35][CH2:36][CH2:37][CH3:38])[CH2:39][CH2:40][CH3:41].[CH3:1][Si:2]([C:3]#[C:4][CH2:5][CH2:6][NH:7][c:8]1[c:9]2[c:10]([n:11][cH:12][n:13]1)[s:14][cH:15][cH:16]2)([CH3:17])[CH3:18].[Cl-:42].[F-:24].[NH4+:43].[O:19]1[CH2:20][CH2:21][CH2:22][CH2:23]1.[O:44]1[CH2:45][CH2:46][CH2:47][CH2:48]1>>[CH:3]#[C:4][CH2:5][CH2:6][NH:7][c:8]1[c:9]2[c:10]([n:11][cH:12][n:13]1)[s:14][cH:15][cH:16]2. Reactants: COC(C1=C(C(C(=C(N1)C)C(=O)OCCC)C1=C(C=CC=C1)C#N)C(=O)OC)OC (n-propyl 6-dimethoxymethyl-2-methyl-4-(2-cyanophenyl)-5-methoxycarbonyl-1,4-dihydropyridine-3-carboxylate), Cl (hydrochloric acid), C([O-])(O)=O.[Na+] (sodium bicarbonate), resultant mixture. Run in CC(=O)C (acetone). Run at time 5.5 hour. Yields the product C(=O)C1=C(C(C(=C(N1)C)C(=O)OCCC)C1=C(C=CC=C1)C#N)C(=O)OC (n-propyl 6-formyl-2-methyl-4-(2-cyanophenyl)-5-methoxycarbonyl-1,4-dihydropyridine-3-carboxylate). Isolated yield 28.5%. RXN SMILES: C[O:2][CH:3](OC)[C:4]1[NH:9][C:8]([CH3:10])=[C:7]([C:11]([O:13][CH2:14][CH2:15][CH3:16])=[O:12])[CH:6]([C:17]2[CH:22]=[CH:21][CH:20]=[CH:19][C:18]=2[C:23]#[N:24])[C:5]=1[C:25]([O:27][CH3:28])=[O:26].Cl.C(=O)(O)[O-].[Na+]>CC(C)=O>[CH:3]([C:4]1[NH:9][C:8]([CH3:10])=[C:7]([C:11]([O:13][CH2:14][CH2:15][CH3:16])=[O:12])[CH:6]([C:17]2[CH:22]=[CH:21][CH:20]=[CH:19][C:18]=2[C:23]#[N:24])[C:5]=1[C:25]([O:27][CH3:28])=[O:26])=[O:2] |f:2.3|. Procedure: To a solution (132 ml) of n-propyl 6-dimethoxymethyl-2-methyl-4-(2-cyanophenyl)-5-methoxycarbonyl-1,4-dihydropyridine-3-carboxylate (13.28 g) in acetone was added dropwise 6 N hydrochloric acid (13.2 ml) at 12° C. with stirring, and the stirring was continued for 5.5 hours. The resultant mixture was adjusted to about pH 7 with an aqueous sodium bicarbonate solution. The acetone was distilled off under reduced pressure. The precipitated crystals were collected by filtration and washed with an aqu... Starting materials: C(C(=O)Cl)(=O)Cl (Oxalyl chloride), ClC=1C(=NC=C(C(=O)O)C1)Cl (5,6-dichloronicotinic acid), CN(C)C=O (DMF), NC(C1=CC(=C(C(=O)OC)C=C1)F)=NO (methyl 4-[amino(hydroxyimino)methyl]-2-fluorobenzoate), CCN(C(C)C)C(C)C (DIEA). The solvent is C(Cl)Cl (DCM), C1CCOC1 (THF). Conditions: time 1 hour. Product: ClC=1C=C(C=NC1Cl)C1=NC(=NO1)C1=CC(=C(C(=O)OC)C=C1)F (methyl 4-[5-(5,6-dichloropyridin-3-yl)-1,2,4-oxadiazol-3-yl]-2-fluorobenzoate). RXN SMILES: C(Cl)(=O)C(Cl)=O.[Cl:7][C:8]1[C:9]([Cl:17])=[N:10][CH:11]=[C:12]([CH:16]=1)[C:13]([OH:15])=O.CN(C=O)C.[NH2:23][C:24](=[N:36]O)[C:25]1[CH:34]=[CH:33][C:28]([C:29]([O:31][CH3:32])=[O:30])=[C:27]([F:35])[CH:26]=1.CCN(C(C)C)C(C)C>C(Cl)Cl.C1COCC1>[Cl:7][C:8]1[CH:16]=[C:12]([C:13]2[O:15][N:36]=[C:24]([C:25]3[CH:34]=[CH:33][C:28]([C:29]([O:31][CH3:32])=[O:30])=[C:27]([F:35])[CH:26]=3)[N:23]=2)[CH:11]=[N:10][C:9]=1[Cl:17]. Procedure details: Oxalyl chloride (507.70 μL; 6 mmol) was added to suspension of 5,6-dichloronicotinic acid (FLUKA; 36000-10G; 384 mg; 2 mmol) and DMF (15.40 μL; 0.20 mmol) in DCM (30 mL) and the resulting mixture was stirred at RT for 1 hour. The solution was then evaporated to dryness. The residue was dissolved in THF (5 mL) and added dropwise to a mixture of Intermediate 1 (424.36 mg; 2 mmol), DIEA (1.03 mL; 6 mmol) in THF (5 mL). The reaction mixture was heated in the microwave at 150° C. for 30 min. When coo... Reactants: O (water), BrCCCCCBr (1,5-dibromopentane), O=C1NN=C(C=C1)C=1C(=NN2C1C=CC=C2)C2=CC=CC=C2 (3-(3-oxo-2,3-dihydropyridazin-6-yl)-2-phenylpyrazolo[1,5-a]pyridine), [H-].[Na+] (sodium hydride). Reagents/catalysts: [I-].[K+] (Potassium iodide). Run in CN(C=O)C (N,N-dimethylformamide). Reaction conditions: time 3 hour. The product is BrCCCCCN1N=C(C=CC1=O)C=1C(=NN2C1C=CC=C2)C2=CC=CC=C2 (3-[2-(5-bromopentyl)-3-oxo-2,3-dihydropyridazin-6-yl]-2-phenylpyrazolo[1,5-a]pyridine). Yield: 79.7%. RXN SMILES: Br[CH2:2][CH2:3][CH2:4][CH2:5][CH2:6][Br:7].[O:8]=[C:9]1[CH:14]=[CH:13][C:12]([C:15]2[C:16]([C:24]3[CH:29]=[CH:28][CH:27]=[CH:26][CH:25]=3)=[N:17][N:18]3[CH:23]=[CH:22][CH:21]=[CH:20][C:19]=23)=[N:11][NH:10]1.[H-].[Na+].O>CN(C)C=O.[I-].[K+]>[Br:7][CH2:6][CH2:5][CH2:4][CH2:3][CH2:2][N:10]1[C:9](=[O:8])[CH:14]=[CH:13][C:12]([C:15]2[C:16]([C:24]3[CH:29]=[CH:28][CH:27]=[CH:26][CH:25]=3)=[N:17][N:18]3[CH:23]=[CH:22][CH:21]=[CH:20][C:19]=23)=[N:11]1 |f:2.3,6.7|. Procedure: Potassium iodide (0.1 g) and 1,5-dibromopentane (4.6 g) were added to a suspension of 3-(3-oxo-2,3-dihydropyridazin-6-yl)-2-phenylpyrazolo[1,5-a]pyridine (2.88 g) and 60% sodium hydride [0.4 g) in N,N-dimethylformamide (40 ml). After being stirred for 3 hours at room temperature, the mixture was poured into cold water and extracted with ethyl acetate. The extract was washed with water, dried over magnesium sulfate, and evaporated in vacuo. The oily residue was purified by column chromatography o... Reactants: Cl.C(C=C)N1CCN(CC1)C1=NC=C(C=C1)NS(=O)(=O)C1=CC=C(C=C1)Br (N-[2-(4-Allylpiperazin-1-yl)pyridin-5-yl]-4-bromobenzenesulfonamide hydrochloride), C1(CC1)B(O)O (cylcopropylboronic acid), [O-]P(=O)([O-])[O-].[K+].[K+].[K+] (K3PO4), C1(CCCCC1)P(C1CCCCC1)C1CCCCC1 (tricyclohexylphosphine). The reagents and catalysts are C(C)(=O)[O-].[Pd+2].C(C)(=O)[O-] (palladium(II) acetate). Solvent: C1(=CC=CC=C1)C (toluene), O (water). Reaction conditions: temperature 100 celsius, time 1 hour. Product: C(C=C)N1CCN(CC1)C1=CC=C(C=N1)NS(=O)(=O)C1=CC=C(C=C1)C1CC1 (N-[6-(4-Allylpiperazin-1-yl)pyridin-3-yl]-4-cyclopropylbenzenesulfonamide). As a reaction SMILES: Cl.[CH2:2]([N:5]1[CH2:10][CH2:9][N:8]([C:11]2[CH:16]=[CH:15][C:14]([NH:17][S:18]([C:21]3[CH:26]=[CH:25][C:24](Br)=[CH:23][CH:22]=3)(=[O:20])=[O:19])=[CH:13][N:12]=2)[CH2:7][CH2:6]1)[CH:3]=[CH2:4].[CH:28]1(B(O)O)[CH2:30][CH2:29]1.[O-]P([O-])([O-])=O.[K+].[K+].[K+].C1(P(C2CCCCC2)C2CCCCC2)CCCCC1>C1(C)C=CC=CC=1.C([O-])(=O)C.[Pd+2].C([O-])(=O)C.O>[CH2:2]([N:5]1[CH2:10][CH2:9][N:8]([C:11]2[N:12]=[CH:13][C:14]([NH:17][S:18]([C:21]3[CH:26]=[CH:25][C:24]([CH:28]4[CH2:30][CH2:29]4)=[CH:23][CH:22]=3)(=[O:20])=[O:19])=[CH:15][CH:16]=2)[CH2:7][CH2:6]1)[CH:3]=[CH2:4] |f:0.1,3.4.5.6,9.10.11|. Procedure: 398 mg (0.84 mmol) of N-[6-(4-allylpiperazin-1-yl)pyridin-3-yl]-4-bromobenzenesulfonamide from Example 19, 101 mg (1.18 mmol) of cylcopropylboronic acid, 676 mg (3.19 mmol) of K3PO4 and 26 mg (0.09 mmol) of tricyclohexylphosphine were dissolved in 4 ml of toluene and 0.2 ml of water under a nitrogen atmosphere. 10 mg (0.04 mmol) of palladium(II) acetate were then added and the mixture was stirred at 100° C., in a microwave oven, for one hour. After the solvent had been evaporated down to dryness... Reactants: Cc1cc(C)cc(Sc2[nH]c(=O)[nH]c(=O)c2C(C)C)c1, FC(F)(F)Oc1ccc(CBr)cc1. Yields the product Cc1cc(C)cc(Sc2c(C(C)C)c(=O)[nH]c(=O)n2Cc2ccc(OC(F)(F)F)cc2)c1. RXN SMILES: [CH:1]([CH3:2])([CH3:3])[c:4]1[c:5](=[O:20])[nH:6][c:7](=[O:19])[nH:8][c:9]1[S:10][c:11]1[cH:12][c:13]([CH3:18])[cH:14][c:15]([CH3:17])[cH:16]1.[F:21][C:22]([O:23][c:24]1[cH:25][cH:26][c:27]([CH2:28][Br:29])[cH:30][cH:31]1)([F:32])[F:33]>>[CH:1]([CH3:2])([CH3:3])[c:4]1[c:5](=[O:20])[nH:6][c:7](=[O:19])[n:8]([CH2:28][c:27]2[cH:26][cH:25][c:24]([O:23][C:22]([F:21])([F:32])[F:33])[cH:31][cH:30]2)[c:9]1[S:10][c:11]1[cH:12][c:13]([CH3:18])[cH:14][c:15]([CH3:17])[cH:16]1.